This data is from the Open Reaction Database (ORD), a public repository of structured organic reaction records. The task is: describe an organic reaction: reactants, conditions, products, and yield Starting materials: CNCCc1ccc(OC)c(OC)c1, Cc1cc2c(cc1C)CC(=O)N(CCCCl)C=C2. Reaction SMILES: [CH3:19][NH:20][CH2:21][CH2:22][c:23]1[cH:24][c:25]([O:31][CH3:32])[c:26]([O:29][CH3:30])[cH:27][cH:28]1.[CH3:1][c:2]1[cH:3][c:4]2[c:5]([cH:16][c:17]1[CH3:18])[CH2:6][C:7](=[O:15])[N:8]([CH2:11][CH2:12][CH2:13][Cl:14])[CH:9]=[CH:10]2>>[CH3:1][c:2]1[cH:3][c:4]2[c:5]([cH:16][c:17]1[CH3:18])[CH2:6][C:7](=[O:15])[N:8]([CH2:11][CH2:12][CH2:13][N:20]([CH3:19])[CH2:21][CH2:22][c:23]1[cH:24][c:25]([O:31][CH3:32])[c:26]([O:29][CH3:30])[cH:27][cH:28]1)[CH:9]=[CH:10]2.[ClH:14]. Product: COc1ccc(CCN(C)CCCN2C=Cc3cc(C)c(C)cc3CC2=O)cc1OC, Cl.